This data is from the Open Reaction Database (ORD), a public repository of structured organic reaction records. The task is: describe an organic reaction: reactants, conditions, products, and yield Reactants: CCC(C)(C)C(=O)O[C@H]1C[C@H](C=C2[C@H]1[C@H]([C@H](C=C2)C)CC[C@@H]3C[C@H](CC(=O)O3)O)C.C1(=CC=CC=C1)B([O-])[O-] (simvastatin phenylboronate). The solvent is C(CCO)O (1,3-propanediol). Run at temperature 106 celsius, time 1 hour. The product is CCC(C)(C)C(=O)O[C@H]1C[C@H](C=C2[C@H]1[C@H]([C@H](C=C2)C)CC[C@@H]3C[C@H](CC(=O)O3)O)C (simvastatin). The yield is 90.1%. As a reaction SMILES: [CH3:1][CH2:2][C:3]([C:6]([O:8][C@@H:9]1[C@@H:14]2[C@@H:15]([CH2:20][CH2:21][C@H:22]3[O:28][C:26](=[O:27])[CH2:25][C@H:24]([OH:29])[CH2:23]3)[C@@H:16]([CH3:19])[CH:17]=[CH:18][C:13]2=[CH:12][C@H:11]([CH3:30])[CH2:10]1)=[O:7])([CH3:5])[CH3:4].C1(B([O-])[O-])C=CC=CC=1>C(O)CCO>[CH3:1][CH2:2][C:3]([C:6]([O:8][C@@H:9]1[C@@H:14]2[C@@H:15]([CH2:20][CH2:21][C@H:22]3[O:28][C:26](=[O:27])[CH2:25][C@H:24]([OH:29])[CH2:23]3)[C@@H:16]([CH3:19])[CH:17]=[CH:18][C:13]2=[CH:12][C@H:11]([CH3:30])[CH2:10]1)=[O:7])([CH3:5])[CH3:4] |f:0.1|. Reported procedure: A suspension of simvastatin phenylboronate (30.0 g) and 1,3-propanediol (450 mL) was heated at 105 to 107° C. at 0.2 mm Hg. After 1 hour, 182 mL of distillate was collected and the reaction was cooled to 20 to 25° C. Deionized water (270 mL) was added and toluene (3×75 mL) was used to extract the mixture. The combined toluene layers were washed with water (2×30 mL). The organic solution was heated at reflux for 1 hour and water was azeotropically removed. The solution was concentrated to a final... Reactants: CC(C)(C)OC(=O)N1CCN(c2ncc(Br)s2)CC1, CSSC. The product is CSc1cnc(N2CCN(C(=O)OC(C)(C)C)CC2)s1. RXN SMILES: [C:1]([CH3:2])([CH3:3])([CH3:4])[O:5][C:6](=[O:7])[N:8]1[CH2:9][CH2:10][N:11]([c:14]2[s:15][c:16]([Br:19])[cH:17][n:18]2)[CH2:12][CH2:13]1.[CH3:20][S:21][S:22][CH3:23]>>[C:1]([CH3:2])([CH3:3])([CH3:4])[O:5][C:6](=[O:7])[N:8]1[CH2:9][CH2:10][N:11]([c:14]2[s:15][c:16]([S:21][CH3:20])[cH:17][n:18]2)[CH2:12][CH2:13]1. Starting materials: [OH-].[Na+] (NaOH), C(C)OC(C(=O)NOC1CCN(CC1)S(=O)(=O)C1=CC=C(C=C1)OC(F)(F)F)=O (N-[1-(4-trifluoromethoxybenzenesulfonyl)piperidin-4-yloxy]oxalamic acid ethyl ester). Run in O1C(CCC1)CO (tetrahydrofuran-methanol). Conditions: time 1 hour. Yields the product FC(OC1=CC=C(C=C1)S(=O)(=O)N1CCC(CC1)ONC(C(=O)O)=O)(F)F (N-[1-(4-trifluoromethoxybenzenesulfonyl)piperidin-4-yloxy]oxalamic acid). As a reaction SMILES: [OH-].[Na+].C([O:5][C:6](=[O:31])[C:7]([NH:9][O:10][CH:11]1[CH2:16][CH2:15][N:14]([S:17]([C:20]2[CH:25]=[CH:24][C:23]([O:26][C:27]([F:30])([F:29])[F:28])=[CH:22][CH:21]=2)(=[O:19])=[O:18])[CH2:13][CH2:12]1)=[O:8])C>O1CCCC1CO>[F:30][C:27]([F:28])([F:29])[O:26][C:23]1[CH:24]=[CH:25][C:20]([S:17]([N:14]2[CH2:15][CH2:16][CH:11]([O:10][NH:9][C:7](=[O:8])[C:6]([OH:31])=[O:5])[CH2:12][CH2:13]2)(=[O:19])=[O:18])=[CH:21][CH:22]=1 |f:0.1|. Procedure details: Aqueous 1 N NaOH solution (5 ml) was added to a solution of N-[1-(4-trifluoromethoxybenzenesulfonyl)piperidin-4-yloxy]oxalamic acid ethyl ester in tetrahydrofuran-methanol (1:1, 10 ml) and stirred at room temperature for 1 hour. The reaction was quenched with aqueous 1 N HCl solution (6 ml). The resulting precipitation was collected and washed with H2O to give N-[1-(4-trifluoromethoxybenzenesulfonyl)piperidin-4-yloxy]oxalamic acid (422 mg). Reactants: NCC(O)C=1C=CC(=C(C1)NS(=O)(=O)C)O (N-[5-(2-Amino-1-hydroxy-ethyl)-2-hydroxy-phenyl]-methanesulfonamide), BrC=1C=C(C=C2C(NC(S2)=O)=O)C=CC1N1CCC(CC1)=O (5-[3-Bromo-4-(4-oxo-piperidine-1-yl)-benzylidene]-thiazolidine-2,4-dione). The product is BrC1=C(C=CC(=C1)C=C1C(NC(S1)=O)=O)N1CCC(CC1)NCC(O)C=1C=CC(=C(C1)NS(=O)(=O)C)O (N-[5-(2-{1-[2-Bromo-4-(2 4-dioxo-thiazolidin-5-ylidenemethyl)-phenyl]-piperidine-4-ylamino]-1-hydroxy-ethyl)-2-hydroxy-phenyl]-methanesulfonamide). Reaction SMILES: [NH2:1][CH2:2][CH:3]([C:5]1[CH:6]=[CH:7][C:8]([OH:16])=[C:9]([NH:11][S:12]([CH3:15])(=[O:14])=[O:13])[CH:10]=1)[OH:4].[Br:17][C:18]1[CH:19]=[C:20]([CH:29]=[CH:30][C:31]=1[N:32]1[CH2:37][CH2:36][C:35](=O)[CH2:34][CH2:33]1)[CH:21]=[C:22]1[S:26][C:25](=[O:27])[NH:24][C:23]1=[O:28]>>[Br:17][C:18]1[CH:19]=[C:20]([CH:21]=[C:22]2[S:26][C:25](=[O:27])[NH:24][C:23]2=[O:28])[CH:29]=[CH:30][C:31]=1[N:32]1[CH2:33][CH2:34][CH:35]([NH:1][CH2:2][CH:3]([C:5]2[CH:6]=[CH:7][C:8]([OH:16])=[C:9]([NH:11][S:12]([CH3:15])(=[O:14])=[O:13])[CH:10]=2)[OH:4])[CH2:36][CH2:37]1. Reported procedure: The title compound was prepared from N-[5-(2-amino-1-hydroxy-ethyl)-2-hydroxy-phenyl]-methanesulfonamide (which was obtained in Example 9) and 5-[3-bromo-4-(4-oxo-piperidine-1-yl)-benzylidene]-thiazolidine-2,4-dione (which was obtained in Example 58) according to the procedure of Example 63 as a dull yellow solid; mp >200° C.; 1H NMR (300 MHz, DMSO-d6) δ 1.70-1.82 (m, 2H), 2.07-2.17 (m, 2H), 2.65-2.73 (m, 3H), 2.95 (s, 3H), 3.07-3.17 (m, 4H), 4.74-4.77 (m, 3H), 6.00 (brs, 1H), 6.89 (d, J=8.3 Hz,...